The task is: describe an organic reaction: reactants, conditions, products, and yield. This data is from the Open Reaction Database (ORD), a public repository of structured organic reaction records. Starting materials: O=C1[C@H]([C@H](OC2=C(N1)C=CC=C2)C2=CC=CC=C2)NC(OC(C)(C)C)=O (tert-Butyl [(2R,3S)-4-oxo-2-phenyl-2,3,4,5-tetrahydro-1,5-benzoxazepin-3-yl]carbamate), IC(C)C (2-iodopropane), C([O-])([O-])=O.[Cs+].[Cs+] (cesium carbonate). Solvent: CN(C)C=O (DMF), O (water). Run at time 8 hour. Yields the product C(C)(C)N1C([C@H]([C@H](OC2=C1C=CC=C2)C2=CC=CC=C2)NC(OC(C)(C)C)=O)=O (tert-Butyl [(2R,3S)-5-isopropyl-4-oxo-2-phenyl-2,3,4,5-tetrahydro-1,5-benzoxazepin-3-yl]carbamate). The yield is 58.8%. RXN SMILES: [O:1]=[C:2]1[NH:8][C:7]2[CH:9]=[CH:10][CH:11]=[CH:12][C:6]=2[O:5][C@H:4]([C:13]2[CH:18]=[CH:17][CH:16]=[CH:15][CH:14]=2)[C@@H:3]1[NH:19][C:20](=[O:26])[O:21][C:22]([CH3:25])([CH3:24])[CH3:23].I[CH:28]([CH3:30])[CH3:29].C(=O)([O-])[O-].[Cs+].[Cs+]>CN(C=O)C.O>[CH:28]([N:8]1[C:7]2[CH:9]=[CH:10][CH:11]=[CH:12][C:6]=2[O:5][C@H:4]([C:13]2[CH:18]=[CH:17][CH:16]=[CH:15][CH:14]=2)[C@H:3]([NH:19][C:20](=[O:26])[O:21][C:22]([CH3:23])([CH3:25])[CH3:24])[C:2]1=[O:1])([CH3:30])[CH3:29] |f:2.3.4|. Reported procedure: To a stirred solution of tert-butyl [(2R,3S)-4-oxo-2-phenyl-2,3,4,5-tetrahydro-1,5-benzoxazepin-3-yl]carbamate (67a) (125 mg, 0.352 mmol) in dry DMF (3 mL) under nitrogen was added 2-iodopropane (90 mg, 0.529 mmol) and powdered cesium carbonate (172 mg, 0.529 mmol). The mixture was stirred overnight at ambient temperature then diluted with water and extracted with ethyl acetate three times. The residue from the organic extract was purified by flash chromatography on silica gel eluting with 5:1 (... As a reaction SMILES: [C:1](#[CH:2])[c:3]1[cH:4][c:5]([C:6](=[O:7])[Cl:8])[cH:9][cH:10][cH:11]1.[CH3:12][S-:13].[Cl:15][CH2:16][Cl:17].[Na+:14]>>[C:1](#[CH:2])[c:3]1[cH:4][c:5]([C:6](=[O:7])[S:13][CH3:12])[cH:9][cH:10][cH:11]1. The reactants are C#Cc1cccc(C(=O)Cl)c1, C[S-], ClCCl, [Na+]. The product is C#Cc1cccc(C(=O)SC)c1. Starting materials: CCOC(=O)C(C(=O)OCC)C(=O)c1cc(F)c(F)c(C)c1F, O, Cc1ccc(S(=O)(=O)O)cc1. Yields the product CCOC(=O)CC(=O)c1cc(F)c(F)c(C)c1F. As a reaction SMILES: [F:1][c:2]1[c:3]([C:4](=[O:5])[CH:6]([C:7](=[O:8])[O:9][CH2:10][CH3:11])[C:12]([O:13][CH2:14][CH3:15])=[O:16])[cH:17][c:18]([F:23])[c:19]([F:22])[c:20]1[CH3:21].[OH2:35].[c:24]1([CH3:25])[cH:26][cH:27][c:28]([S:29]([OH:30])(=[O:31])=[O:32])[cH:33][cH:34]1>>[F:1][c:2]1[c:3]([C:4](=[O:5])[CH2:6][C:7](=[O:8])[O:9][CH2:10][CH3:11])[cH:17][c:18]([F:23])[c:19]([F:22])[c:20]1[CH3:21]. Starting materials: B, C1CCOC1, C1CCOC1, NC(=O)c1ccccc1SC1CCC1, Cl. Yields the product NCc1ccccc1SC1CCC1, Cl. RXN SMILES: [BH3:15].[CH2:16]1[O:17][CH2:18][CH2:19][CH2:20]1.[CH2:22]1[O:23][CH2:24][CH2:25][CH2:26]1.[CH:1]1([S:5][c:6]2[c:7]([C:8](=[O:9])[NH2:10])[cH:11][cH:12][cH:13][cH:14]2)[CH2:2][CH2:3][CH2:4]1.[ClH:21]>>[CH:1]1([S:5][c:6]2[c:7]([CH2:8][NH2:10])[cH:11][cH:12][cH:13][cH:14]2)[CH2:2][CH2:3][CH2:4]1.[ClH:21]. Reactants: O1C(=CC=C1)C(=O)Cl (furoyl chloride), NC1=CC=C(C=C1)C(CCC(=O)OC)=O (4-(4-amino-phenyl)-4-oxo-butyric acid, methyl ester). The product is O1C(=CC=C1)C(=O)NC1=CC=C(C=C1)C(CCC(=O)O)=O (4-[4-(2-furoylamino)-phenyl]-4-oxo-butyric acid). Isolated yield 46.0%. RXN SMILES: [O:1]1[CH:5]=[CH:4][CH:3]=[C:2]1[C:6](Cl)=[O:7].[NH2:9][C:10]1[CH:15]=[CH:14][C:13]([C:16](=[O:23])[CH2:17][CH2:18][C:19]([O:21]C)=[O:20])=[CH:12][CH:11]=1>>[O:1]1[CH:5]=[CH:4][CH:3]=[C:2]1[C:6]([NH:9][C:10]1[CH:11]=[CH:12][C:13]([C:16](=[O:23])[CH2:17][CH2:18][C:19]([OH:21])=[O:20])=[CH:14][CH:15]=1)=[O:7]. Reported procedure: In a manner similar to that described in Example 3, furoyl chloride (0.044 g, 0.00034 mol) was allowed to react with 4-(4-amino-phenyl)-4-oxo-butyric acid, methyl ester (0.052 g, 0.00025 mol), and the resulting intermediate was hydrolyzed to give 0.033 g of 4-[4-(2-furoylamino)-phenyl]-4-oxo-butyric acid as an off-white solid; MS-(AP+) MH+288.